From a dataset of the Open Reaction Database (ORD), a public repository of structured organic reaction records. describe an organic reaction: reactants, conditions, products, and yield RXN SMILES: C([O:5][C:6](=[O:36])[CH2:7][NH:8][C:9]1[CH:10]=[CH:11][C:12]2[O:21][CH2:20][CH2:19][C:18]3[CH:17]=[C:16]([C:22]4[N:23]([C:27]5[CH:32]=[CH:31][C:30]([F:33])=[CH:29][C:28]=5[F:34])[N:24]=[CH:25][N:26]=4)[S:15][C:14]=3[C:13]=2[N:35]=1)(C)(C)C.[ClH:37].O1CCOCC1>>[F:34][C:28]1[CH:29]=[C:30]([F:33])[CH:31]=[CH:32][C:27]=1[N:23]1[C:22]([C:16]2[S:15][C:14]3[C:13]4[N:35]=[C:9]([NH:8][CH2:7][C:6]([OH:36])=[O:5])[CH:10]=[CH:11][C:12]=4[O:21][CH2:20][CH2:19][C:18]=3[CH:17]=2)=[N:26][CH:25]=[N:24]1.[ClH:37] |f:1.2|. Yield: 57.0%. Starting materials: C(C)(C)(C)OC(CNC=1C=CC2=C(C=3SC(=CC3CCO2)C=2N(N=CN2)C2=C(C=C(C=C2)F)F)N1)=O ({2-[2-(2,4-Difluoro-phenyl)-2H-[1,2,4]triazol-3-yl]-4,5-dihydro-6-oxa-1-thia-10-aza-benzo[e]azulen-9-ylamino}-acetic acid tert-butyl ester), Cl.O1CCOCC1 (dioxane-HCl). Reported procedure: {2-[2-(2,4-Difluoro-phenyl)-2H-[1,2,4]triazol-3-yl]-4,5-dihydro-6-oxa-1-thia-10-aza-benzo[e]azulen-9-ylamino}-acetic acid tert-butyl ester (900 mg, 1.76 mmol) was dissolved in dioxane-HCl (20 mL), and the reaction mixture was stirred at room temperature for 0.5 h. The reaction mixture was filtered to gather the solid. The resulting solid was washed by DCM (10 mL) to give 449 as HCl salt (500 mg, yield: 57%). 1H NMR (DMSO-d6, 400 MHz): δ8.27 (s, 1H), 7.82-7.90 (m, 1H), 7.63-7.69 (m, 1H), 7.61-7.6... Conditions: time 0.5 hour. Yields the product FC1=C(C=CC(=C1)F)N1N=CN=C1C1=CC=2CCOC3=C(C2S1)N=C(C=C3)NCC(=O)O ({2-[2-(2,4-Difluoro-phenyl)-2H-[1,2,4]triazol-3-yl]-4,5-dihydro-6-oxa-1-thia-10-aza-benzo[e]azulen-9-ylamino}-acetic acid), Cl (HCl). The reactants are O1C(=CC2=C1C=CC=C2)C(=O)N2CC1C(C1C2)(C)C=2C=C(C=CC2)NS(=O)(=O)C (N-{3-[3-(1-benzofuran-2-ylcarbonyl)-6-methyl-3-azabicyclo[3.1.0]hex-6-yl]phenyl}methanesulfonamide), O (water), C(O)([O-])=O.[Na+] (sodium hydrogen carbonate), [H-].[Al+3].[Li+].[H-].[H-].[H-] (lithium aluminium hydride). Run in O1CCCC1 (tetrahydrofuran), C(C)(=O)OCC (ethyl acetate). Reaction conditions: time 8 hour. Product: O1C(=CC2=C1C=CC=C2)CN2CC1C(C1C2)(C)C=2C=C(C=CC2)NS(=O)(=O)C (N-{3-[3-(1-Benzofuran-2-ylmethyl)-6-methyl-3-azabicyclo[3.1.0]hex-6-yl]phenyl}methanesulfonamide). Isolated yield 93.2%. As a reaction SMILES: [O:1]1[C:5]2[CH:6]=[CH:7][CH:8]=[CH:9][C:4]=2[CH:3]=[C:2]1[C:10]([N:12]1[CH2:17][CH:16]2[CH:14]([C:15]2([C:19]2[CH:20]=[C:21]([NH:25][S:26]([CH3:29])(=[O:28])=[O:27])[CH:22]=[CH:23][CH:24]=2)[CH3:18])[CH2:13]1)=O.[H-].[Al+3].[Li+].[H-].[H-].[H-].O.C(=O)([O-])O.[Na+]>O1CCCC1.C(OCC)(=O)C>[O:1]1[C:5]2[CH:6]=[CH:7][CH:8]=[CH:9][C:4]=2[CH:3]=[C:2]1[CH2:10][N:12]1[CH2:17][CH:16]2[CH:14]([C:15]2([C:19]2[CH:20]=[C:21]([NH:25][S:26]([CH3:29])(=[O:27])=[O:28])[CH:22]=[CH:23][CH:24]=2)[CH3:18])[CH2:13]1 |f:1.2.3.4.5.6,8.9|. Procedure: To a suspension of N-{3-[3-(1-benzofuran-2-ylcarbonyl)-6-methyl-3-azabicyclo[3.1.0]hex-6-yl]phenyl}methanesulfonamide (Preparation 127, 200 mg, 0.487 mmol) in anhydrous tetrahydrofuran (5 ml) under a nitrogen atmosphere at 0° C. was added dropwise lithium aluminium hydride (1.0M solution in tetrahydrofuran, 0.97 ml, 0.97 mmol) and the reaction mixture was stirred at room temperature overnight. The rapidly stirred reaction mixture was treated sequentially with water (1.0 ml), sodium hydrogen carb... Starting materials: C(C)OC(CCNC(CCCCCl)=O)OCC (N-[3,3-bis(ethyloxy)propyl]-5-chloropentanamide), C[Si]([N-][Si](C)(C)C)(C)C.[Li+] (lithium hexamethyl disilazide), CCOC(=O)C (EtOAc), CCOC(=O)C (EtOAc), OS(=O)(=O)[O-].[Na+] (NaHSO4), C[Si]([N-][Si](C)(C)C)(C)C.[Li+] (LiHMDS). Run in C1CCOC1 (THF). Conditions: time 15 minute. Yields the product C(C)OC(CCN1C(CCCC1)=O)OCC (1-[3,3-bis(ethyloxy)propyl]-2-piperidinone). Reaction SMILES: [CH2:1]([O:3][CH:4]([O:15][CH2:16][CH3:17])[CH2:5][CH2:6][NH:7][C:8](=[O:14])[CH2:9][CH2:10][CH2:11][CH2:12]Cl)[CH3:2].C[Si](C)(C)[N-][Si](C)(C)C.[Li+].CCOC(C)=O.OS([O-])(=O)=O.[Na+]>C1COCC1>[CH2:1]([O:3][CH:4]([O:15][CH2:16][CH3:17])[CH2:5][CH2:6][N:7]1[CH2:12][CH2:11][CH2:10][CH2:9][C:8]1=[O:14])[CH3:2] |f:1.2,4.5|. Procedure details: A solution of N-[3,3-bis(ethyloxy)propyl]-5-chloropentanamide (10 g, 38 mmol) in THF (400 mL) was treated with lithium hexamethyl disilazide (LiHMDS, 1.0 M in THF) (40 mL, 40 mmol) at ambient temperature. After stirring for 15 min., an additional 10 mL of LiHMDS was added and the reaction was stirred an additional 30 min. After TLC (EtOAc) showed the absence of starting material, the reaction was poured into a sep. funnel containing EtOAc (500 mL) and 1N NaHSO4 (500 mL). Back extracted the aqueo...